This data is from the Open Reaction Database (ORD), a public repository of structured organic reaction records. The task is: describe an organic reaction: reactants, conditions, products, and yield Reactants: C(C)N1C(C(=CC2=C1N=C(N=C2)NC2=CC=CC=C2)C2=CC1=CC=CC=C1C=C2)=N ((8-Ethyl-7-imino-6-naphthalen-2-yl-7,8-dihydro-pyrido[2,3-d]pyrimidin-2-yl)-phenylamine), C(C)(=O)OC(C)=O (acetic anhydride), Cl (HCl). The solvent is O (water). The product is C(C)N1C(C(=CC2=C1N=C(N=C2)NC2=CC=CC=C2)C2=CC1=CC=CC=C1C=C2)=O (8-ethyl-6-naphthalen-2-yl-2-phenylamino-8H-pyrido[2,3-d]-pyrimidin-7-one). As a reaction SMILES: [CH2:1]([N:3]1[C:8]2[N:9]=[C:10]([NH:13][C:14]3[CH:19]=[CH:18][CH:17]=[CH:16][CH:15]=3)[N:11]=[CH:12][C:7]=2[CH:6]=[C:5]([C:20]2[CH:29]=[CH:28][C:27]3[C:22](=[CH:23][CH:24]=[CH:25][CH:26]=3)[CH:21]=2)[C:4]1=N)[CH3:2].C(OC(=O)C)(=[O:33])C.Cl>O>[CH2:1]([N:3]1[C:8]2[N:9]=[C:10]([NH:13][C:14]3[CH:19]=[CH:18][CH:17]=[CH:16][CH:15]=3)[N:11]=[CH:12][C:7]=2[CH:6]=[C:5]([C:20]2[CH:29]=[CH:28][C:27]3[C:22](=[CH:23][CH:24]=[CH:25][CH:26]=3)[CH:21]=2)[C:4]1=[O:33])[CH3:2]. Procedure details: (8-Ethyl-7-imino-6-naphthalen-2-yl-7,8-dihydro-pyrido[2,3-d]pyrimidin-2-yl)-phenylamine (150 mg) was added to 1 mL of acetic anhydride and heated at reflux for 2 minutes. The reaction was cooled and concentrated, resulting in an oil which was heated at reflux with 10 mL of 6N HCl for 10 minutes. The reaction was cooled, and 40 mL of water was added causing precipitation. The precipitate was removed by filtration and washed with water. The resulting solid was dried in a vacuum oven to provide 8-e... Reactants: O=C([O-])[O-], CN(C)C=O, [K+], [K+], O, O=Cc1ccc(O)cc1, BrCCCc1ccccc1. Product: O=Cc1ccc(OCCCc2ccccc2)cc1. Reaction SMILES: [C:20](=[O:21])([O-:22])[O-:23].[CH3:26][N:27]([CH3:28])[CH:29]=[O:30].[K+:24].[K+:25].[OH2:31].[OH:1][c:2]1[cH:3][cH:4][c:5]([CH:6]=[O:7])[cH:8][cH:9]1.[c:10]1([CH2:16][CH2:17][CH2:18][Br:19])[cH:11][cH:12][cH:13][cH:14][cH:15]1>>[O:1]([c:2]1[cH:3][cH:4][c:5]([CH:6]=[O:7])[cH:8][cH:9]1)[CH2:18][CH2:17][CH2:16][c:10]1[cH:11][cH:12][cH:13][cH:14][cH:15]1. The reactants are N1CCOCC1 (morpholine), Cl(=O)(=O)(=O)[O-].[Li+] (lithium perchlorate), N1C=NC=C1 (imidazole), C(C)(C)(C)[Si](Cl)(C)C (tert-butyldimethylchlorosilane), C12CN(CCC2O1)C(=O)OCC1=CC=CC=C1 (benzyl 7-oxa-3-azabicyclo[4.1.0]heptane-3-carboxylate). Solvent: C(C)#N (acetonitrile), ClCCl (dichloromethane). Reaction conditions: time 8 hour. Product: [Si](C)(C)(C(C)(C)C)O[C@H]1[C@@H](CN(CC1)C(=O)OCC1=CC=CC=C1)N1CCOCC1 ((+/−)-(3R,4R)-benzyl 4-((tert-butyldimethylsilyl)oxy)-3-morpholinopiperidine-1-carboxylate), [Si](C)(C)(C(C)(C)C)O[C@@H]1CN(CC[C@H]1N1CCOCC1)C(=O)OCC1=CC=CC=C1 ((+/−)-(3R,4R)-benzyl 3-((tert-butyldimethylsilyl)oxy)-4-morpholinopiperidine-1-carboxylate). Reaction SMILES: [CH:1]12[O:7][CH:6]1[CH2:5][CH2:4][N:3]([C:8]([O:10][CH2:11][C:12]1[CH:17]=[CH:16][CH:15]=[CH:14][CH:13]=1)=[O:9])[CH2:2]2.[NH:18]1[CH2:23][CH2:22][O:21][CH2:20][CH2:19]1.Cl([O-])(=O)(=O)=O.[Li+].N1C=CN=C1.[C:35]([Si:39]([CH3:42])([CH3:41])Cl)([CH3:38])([CH3:37])[CH3:36]>C(#N)C.ClCCl>[Si:39]([O:7][C@@H:6]1[CH2:5][CH2:4][N:3]([C:8]([O:10][CH2:11][C:12]2[CH:17]=[CH:16][CH:15]=[CH:14][CH:13]=2)=[O:9])[CH2:2][C@H:1]1[N:18]1[CH2:23][CH2:22][O:21][CH2:20][CH2:19]1)([C:35]([CH3:38])([CH3:37])[CH3:36])([CH3:42])[CH3:41].[Si:39]([O:7][C@H:1]1[C@H:6]([N:18]2[CH2:23][CH2:22][O:21][CH2:20][CH2:19]2)[CH2:5][CH2:4][N:3]([C:8]([O:10][CH2:11][C:12]2[CH:17]=[CH:16][CH:15]=[CH:14][CH:13]=2)=[O:9])[CH2:2]1)([C:35]([CH3:38])([CH3:37])[CH3:36])([CH3:42])[CH3:41] |f:2.3|. Procedure: A mixture of benzyl 7-oxa-3-azabicyclo[4.1.0]heptane-3-carboxylate (prepared according to a published literature procedure: Fink, Brian, et al., WO 2005/066176, 700 mg, 3.00 mmol), morpholine (0.581 mL, 6.00 mmol), and lithium perchlorate (639 mg, 6.00 mmol) in acetonitrile (10 mL) was heated at 80° C. for 4 h. Solvent was evaporated and the crude intermediate was dissolved in dichloromethane (10 mL), imidazole (654 mg, 9.60 mmol) and tert-butyldimethylchlorosilane (1357 mg, 9.00 mmol) were adde... Reactants: C(C1=CC=CC=C1)OC1=CC(NC=C1)=O (4-benzyloxy-2(1H)-pyridone), CS(=O)(=O)C1=CC=C(C=C1)Br (4-bromophenyl methyl sulphone), OC=1C=CC=C2C=CC=NC12 (8-hydroxyquinoline), C([O-])([O-])=O.[K+].[K+] (potassium carbonate). Reagents/catalysts: [Cu]I (copper(I) iodide). Run in CS(=O)C (DMSO), [NH4+].[OH-] (NH4OH), CCOC(=O)C (EtOAc). Run at temperature 145 celsius. Yields the product C(C1=CC=CC=C1)OC1=CC(N(C=C1)C1=CC=C(C=C1)S(=O)(=O)C)=O (4-(benzyloxy)-1-(4-(methylsulfonyl)phenyl)pyridine-2(1H)-one). Yield: 66.0%. RXN SMILES: [CH2:1]([O:8][C:9]1[CH:14]=[CH:13][NH:12][C:11](=[O:15])[CH:10]=1)[C:2]1[CH:7]=[CH:6][CH:5]=[CH:4][CH:3]=1.[CH3:16][S:17]([C:20]1[CH:25]=[CH:24][C:23](Br)=[CH:22][CH:21]=1)(=[O:19])=[O:18].OC1C=CC=C2C=1N=CC=C2.C(=O)([O-])[O-].[K+].[K+]>CS(C)=O.[NH4+].[OH-].CCOC(C)=O.[Cu]I>[CH2:1]([O:8][C:9]1[CH:14]=[CH:13][N:12]([C:23]2[CH:24]=[CH:25][C:20]([S:17]([CH3:16])(=[O:19])=[O:18])=[CH:21][CH:22]=2)[C:11](=[O:15])[CH:10]=1)[C:2]1[CH:3]=[CH:4][CH:5]=[CH:6][CH:7]=1 |f:3.4.5,7.8|. Procedure: A mixture of 4-benzyloxy-2(1H)-pyridone (6.87 g, 34.1 mmol, Aldrich), 4-bromophenyl methyl sulphone (8.01 g, 34.1 mmol, Combi-Blocks Inc.), copper(I) iodide (1.30 g, 6.82 mmol, Aldrich), 8-hydroxyquinoline (0.99 g, 6.82 mmol, Alfa Aesar) and potassium carbonate (6.12 g, 44.3 mmol, EMD) in DMSO (100 mL) was heated at 145° C. for 6 h, cooled to room temperature and then diluted with 10% NH4OH aqueous solution (50 mL) and EtOAc (100 mL). The resulting mixture was filtered and the solid was washed w... The reactants are CCCCCC (hexane), C(CCC)[Li] (n-butyllithium), CNC1=CC=C(C(=O)OC(C)(C)C)C=C1 (tert-butyl 4-methylaminobenzoate), ice water, C(#N)C1=CC=C(C=C1)CCN1CCC2(OC2)CC1 (1-[2-(4-cyanophenyl)ethyl]piperidin-4-spiro-2′-oxirane), ice water. Solvent: O1CCCC1 (tetrahydrofuran), O (water), O1CCCC1 (tetrahydrofuran). Yields the product C(#N)C1=CC=C(C=C1)CCN1CCC(CC1)(O)CN(C1=CC=C(C(=O)OC(C)(C)C)C=C1)C (tert-butyl 4-({1-[2-(4-cyanophenyl)ethyl]-4-hydroxypiperidin-4-ylmethyl}methylamino)benzoate). The yield is 49.7%. As a reaction SMILES: CCCCCC.C([Li])CCC.[CH3:12][NH:13][C:14]1[CH:26]=[CH:25][C:17]([C:18]([O:20][C:21]([CH3:24])([CH3:23])[CH3:22])=[O:19])=[CH:16][CH:15]=1.[C:27]([C:29]1[CH:34]=[CH:33][C:32]([CH2:35][CH2:36][N:37]2[CH2:44][CH2:43][C:40]3([CH2:42][O:41]3)[CH2:39][CH2:38]2)=[CH:31][CH:30]=1)#[N:28]>O.O1CCCC1>[C:27]([C:29]1[CH:34]=[CH:33][C:32]([CH2:35][CH2:36][N:37]2[CH2:44][CH2:43][C:40]([CH2:42][N:13]([CH3:12])[C:14]3[CH:15]=[CH:16][C:17]([C:18]([O:20][C:21]([CH3:22])([CH3:23])[CH3:24])=[O:19])=[CH:25][CH:26]=3)([OH:41])[CH2:39][CH2:38]2)=[CH:31][CH:30]=1)#[N:28]. Reported procedure: A hexane solution of n-butyllithium (1.57M; 2.68 mL) was added dropwise to an anhydrous tetrahydrofuran solution (4.22 mL) of the compound (874 mg) obtained in Step 1 at the internal temperature of below 5° C. and the mixture was stirred under cooling with ice-water for one hour. To the mixture was added dropwise an anhydrous tetrahydrofuran solution (4.22 mL) of the compound (1.02 g) obtained in Step 3 of Example 1 at the internal temperature of below 5° C. over thirty minutes, stirred at the s... Reported procedure: Guaiacol (249 grams), glycerine carbonate (254 grams) and potassium carbonate (1 gram) were combined and heated to 185° C. over a 6 hour period to result in a guaiacol mono-glycerate product. Conditions: temperature 185 celsius. Starting materials: C=1(C(O)=CC=CC1)OC (Guaiacol), C(O)(O)=O.OCC(O)CO (glycerine carbonate), C([O-])([O-])=O.[K+].[K+] (potassium carbonate). RXN SMILES: [C:1]1([O:8][CH3:9])[C:2](=[CH:4][CH:5]=[CH:6][CH:7]=1)[OH:3].C(=O)(O)O.[OH:14][CH2:15][CH:16]([CH2:18][OH:19])[OH:17].C(=O)([O-])[O-].[K+].[K+]>>[C:15]([O:3][C:2]1[C:1]([O:8][CH3:9])=[CH:7][CH:6]=[CH:5][CH:4]=1)(=[O:14])[CH:16]([CH2:18][OH:19])[OH:17] |f:1.2,3.4.5|. Yields the product C(C(O)CO)(=O)OC=1C(=CC=CC1)OC (guaiacol mono-glycerate). The reactants are NC=1C(=NC(=CN1)C1=C(C=CC=C1F)F)C(=O)OC (methyl 3-amino-6-(2,6-difluorophenyl)pyrazine-2-carboxylate), O.[OH-].[Li+] (lithium hydroxide monohydrate), Cl (hydrogen chloride). The solvent is C1CCOC1 (THF), O (water), O (water). As a reaction SMILES: [NH2:1][C:2]1[C:3]([C:16]([O:18]C)=[O:17])=[N:4][C:5]([C:8]2[C:13]([F:14])=[CH:12][CH:11]=[CH:10][C:9]=2[F:15])=[CH:6][N:7]=1.O.[OH-].[Li+].Cl>C1COCC1.O>[NH2:1][C:2]1[C:3]([C:16]([OH:18])=[O:17])=[N:4][C:5]([C:8]2[C:13]([F:14])=[CH:12][CH:11]=[CH:10][C:9]=2[F:15])=[CH:6][N:7]=1 |f:1.2.3|. Procedure details: A solution of methyl 3-amino-6-(2,6-difluorophenyl)pyrazine-2-carboxylate (258 mg, 0.973 mmol) and lithium hydroxide monohydrate (200 mg, 4.8 mmol) in THF (4.0 mL) and water (2.0 mL) was heated at 60° C. in a sealed vial for 2 h. The reaction mixture was allowed to cool to ambient temperature and neutralized by the addition of 1.0 M hydrogen chloride in water (4.8 mL, 4.8 mmol) to form a precipitate. The precipitate was collected by filtration, washed with EtOAc (5 mL), and dried under vacuum to... The product is NC=1C(=NC(=CN1)C1=C(C=CC=C1F)F)C(=O)O (3-Amino-6-(2,6-difluorophenyl)pyrazine-2-carboxylic acid). The yield is 69.6%. Procedure: Following the procedure described in Example 4, using chroman-4-one (3.21 g, 21.7 mmoL) and 4-bromo-phenylhydrazine HCl salt (5.33 g, 23.8 mmoL) as the starting material, the title compound was prepared as a brown solid. Starting materials: O1CCC(C2=CC=CC=C12)=O (chroman-4-one), Cl.BrC1=CC=C(C=C1)NN (4-bromo-phenylhydrazine HCl salt). Product: BrC=1C=C2C=3COC4=C(C3NC2=CC1)C=CC=C4 (8-bromo-6,11-dihydro-5-oxa-11-aza-benzo[a]fluorene). RXN SMILES: [O:1]1[C:10]2[C:5](=[CH:6][CH:7]=[CH:8][CH:9]=2)[C:4](=O)[CH2:3][CH2:2]1.Cl.[Br:13][C:14]1[CH:19]=[CH:18][C:17]([NH:20]N)=[CH:16][CH:15]=1>>[Br:13][C:14]1[CH:15]=[C:16]2[C:17](=[CH:18][CH:19]=1)[NH:20][C:4]1[C:5]3[CH:6]=[CH:7][CH:8]=[CH:9][C:10]=3[O:1][CH2:2][C:3]2=1 |f:1.2|. Starting materials: [Na] (sodium), [Na] (sodium), COC(C1=CC=C(C=C1)O)=O (methyl-4-hydroxybenzoate), BrCCCl (1-bromo-2-chloroethane). Run in C(C)O (ethanol), C(C)O (ethanol). Reaction conditions: temperature 60 celsius, time 16 hour. The product is COC(C1=CC=C(C=C1)OCCCl)=O (4-(2-Chloro-ethoxy)-benzoic acid methyl ester). Yield: 56.6%. RXN SMILES: [Na].[CH3:2][O:3][C:4](=[O:12])[C:5]1[CH:10]=[CH:9][C:8]([OH:11])=[CH:7][CH:6]=1.Br[CH2:14][CH2:15][Cl:16]>C(O)C>[CH3:2][O:3][C:4](=[O:12])[C:5]1[CH:10]=[CH:9][C:8]([O:11][CH2:14][CH2:15][Cl:16])=[CH:7][CH:6]=1 |^1:0|. Procedure details: To 35 mL of ethanol was added sodium pellets (2.27gm, 98.6 mmol). After all the sodium had disappeared methyl-4-hydroxybenzoate (15 gm, 98 mmol) was added in one portion at room temperature. The reaction mixture was then heated to 60° C. and treated dropwise with 1-bromo-2-chloroethane (10.2 gm, 123 mmol) in 15 mL of ethanol. The reaction was stirred for 16 hrs then cooled to room temperature and concentrated. The residue was taken up in ethyl acetate and washed with water, 2N NaOH, and brine. T...